describe an organic reaction: reactants, conditions, products, and yield From a dataset of the Open Reaction Database (ORD), a public repository of structured organic reaction records. The reactants are CCSC(=N)c1cccc(Cl)c1CCc1cc(Br)ccc1OC, C1CCOC1, O, S. Product: CCSC(=S)c1cccc(Cl)c1CCc1cc(Br)ccc1OC. RXN SMILES: [CH2:2]([CH3:3])[S:4][C:5]([c:6]1[c:7]([CH2:13][CH2:14][c:15]2[c:16]([O:22][CH3:23])[cH:17][cH:18][c:19]([Br:21])[cH:20]2)[c:8]([Cl:12])[cH:9][cH:10][cH:11]1)=[NH:24].[O:25]1[CH2:26][CH2:27][CH2:28][CH2:29]1.[OH2:30].[SH2:1]>>[S:1]=[C:5]([S:4][CH2:2][CH3:3])[c:6]1[c:7]([CH2:13][CH2:14][c:15]2[c:16]([O:22][CH3:23])[cH:17][cH:18][c:19]([Br:21])[cH:20]2)[c:8]([Cl:12])[cH:9][cH:10][cH:11]1. Starting materials: CC(C)(C)OC(=O)N1CCC(c2noc(COS(C)(=O)=O)n2)CC1, O=C([O-])[O-], CS(=O)(=O)c1ccc(O)cc1, CC#N, [Cs+], [Cs+]. Product: CC(C)(C)OC(=O)N1CCC(c2noc(COc3ccc(S(C)(=O)=O)cc3)n2)CC1. As a reaction SMILES: [C:1]([CH3:2])([CH3:3])([CH3:4])[O:5][C:6](=[O:7])[N:8]1[CH2:9][CH2:10][CH:11]([c:14]2[n:15][o:16][c:17]([CH2:19][O:20][S:21]([CH3:22])(=[O:23])=[O:24])[n:18]2)[CH2:12][CH2:13]1.[C:36](=[O:37])([O-:38])[O-:39].[CH3:25][S:26](=[O:27])(=[O:28])[c:29]1[cH:30][cH:31][c:32]([OH:35])[cH:33][cH:34]1.[CH3:42][C:43]#[N:44].[Cs+:40].[Cs+:41]>>[C:1]([CH3:2])([CH3:3])([CH3:4])[O:5][C:6](=[O:7])[N:8]1[CH2:9][CH2:10][CH:11]([c:14]2[n:15][o:16][c:17]([CH2:19][O:20][c:32]3[cH:31][cH:30][c:29]([S:26]([CH3:25])(=[O:27])=[O:28])[cH:34][cH:33]3)[n:18]2)[CH2:12][CH2:13]1. Reactants: C(C1=CC=CC=C1)OC(NCC1=NC2=CC=CC=C2C(N1C1=C(C=C(C=C1)C)C)=O)=O ([3-(2,4-Dimethylphenyl)-4-oxo-3,4-dihydroquinazolin-2-ylmethyl]carbamic acid benzyl ester), C1(=CC=CC=C1)S(=O)(=O)Cl (benzenesulfonyl chloride). The product is CC1=C(C=CC(=C1)C)N1C(=NC2=CC=CC=C2C1=O)CNS(=O)(=O)C1=CC=CC=C1 (N-[3-(2,4-dimethylphenyl)-4-oxo-3,4-dihydroquinazolin-2-ylmethyl]benzenesulfonamide). Reaction SMILES: C(OC(=O)[NH:10][CH2:11][C:12]1[N:21]([C:22]2[CH:27]=[CH:26][C:25]([CH3:28])=[CH:24][C:23]=2[CH3:29])[C:20](=[O:30])[C:19]2[C:14](=[CH:15][CH:16]=[CH:17][CH:18]=2)[N:13]=1)C1C=CC=CC=1.[C:32]1([S:38](Cl)(=[O:40])=[O:39])[CH:37]=[CH:36][CH:35]=[CH:34][CH:33]=1>>[CH3:29][C:23]1[CH:24]=[C:25]([CH3:28])[CH:26]=[CH:27][C:22]=1[N:21]1[C:20](=[O:30])[C:19]2[C:14](=[CH:15][CH:16]=[CH:17][CH:18]=2)[N:13]=[C:12]1[CH2:11][NH:10][S:38]([C:32]1[CH:37]=[CH:36][CH:35]=[CH:34][CH:33]=1)(=[O:40])=[O:39]. Procedure: [3-(2,4-Dimethylphenyl)-4-oxo-3,4-dihydroquinazolin-2-ylmethyl]carbamic acid benzyl ester, as prepared above in Example 4, was hydrogenated in a similar manner as described above in Example 6, and then condensed, as described above in Paragraph A, with benzenesulfonyl chloride to yield N-[3-(2,4-dimethylphenyl)-4-oxo-3,4-dihydroquinazolin-2-ylmethyl]benzenesulfonamide; MS (ESI) 420 (MH+). The reactants are CCC(CC)(c1ccc(CCC2(O)CCCCC2)c(C)c1)c1ccc(-c2ccc(CC(=O)OC)c(F)c2)c(C)c1, CO, [Cl-], [NH4+], [Na+], [OH-]. Yields the product CCC(CC)(c1ccc(CCC2(O)CCCCC2)c(C)c1)c1ccc(-c2ccc(CC(=O)O)c(F)c2)c(C)c1. RXN SMILES: [CH3:3][O:4][C:5]([CH2:6][c:7]1[c:8]([F:41])[cH:9][c:10](-[c:13]2[c:14]([CH3:40])[cH:15][c:16]([C:19]([CH2:20][CH3:21])([c:22]3[cH:23][c:24]([CH3:37])[c:25]([CH2:28][CH2:29][C:30]4([OH:36])[CH2:31][CH2:32][CH2:33][CH2:34][CH2:35]4)[cH:26][cH:27]3)[CH2:38][CH3:39])[cH:17][cH:18]2)[cH:11][cH:12]1)=[O:42].[CH3:45][OH:46].[Cl-:43].[NH4+:44].[Na+:2].[OH-:1]>>[O:4]=[C:5]([CH2:6][c:7]1[c:8]([F:41])[cH:9][c:10](-[c:13]2[c:14]([CH3:40])[cH:15][c:16]([C:19]([CH2:20][CH3:21])([c:22]3[cH:23][c:24]([CH3:37])[c:25]([CH2:28][CH2:29][C:30]4([OH:36])[CH2:31][CH2:32][CH2:33][CH2:34][CH2:35]4)[cH:26][cH:27]3)[CH2:38][CH3:39])[cH:17][cH:18]2)[cH:11][cH:12]1)[OH:42]. The reactants are NC1=CC=NN1C (5-amino-1-methylpyrazole), Cl (hydrochloric acid), N(=O)[O-].[Na+] (sodium nitrite). Run in O (water), O (water). Run at temperature 5 celsius, time 30 minute. The product is NC1=C(C=NN1C)N=O (5-amino-1-methyl-4-nitrosopyrazole). Isolated yield 100.2%. Reaction SMILES: [NH2:1][C:2]1[N:6]([CH3:7])[N:5]=[CH:4][CH:3]=1.Cl.[N:9]([O-])=[O:10].[Na+]>O>[NH2:1][C:2]1[N:6]([CH3:7])[N:5]=[CH:4][C:3]=1[N:9]=[O:10] |f:2.3|. Reported procedure: To a solution of 5-amino-1-methylpyrazole (100 g) in water (700 ml) were added concentrated hydrochloric acid (86 ml) and sodium nitrite (63.9 g) in water (200 ml) at a temperature below 10° C. The reaction mixture was stirred at 5° C. for 30 minutes. The precipitated solid was collected by filtration and dried to give 5-amino-1-methyl-4-nitrosopyrazole (117 g). Reactants: C(C)(=O)O[C@H]1[C@H](OC(C)=O)[C@H](OC(C)=O)[C@H](O1)COC(C)=O (1,2,3,5-Tetra-O-acetyl-β-D-ribofuranose), BrC=1NC2=C(N1)C=C(C(=C2)Cl)Cl (2-Bromo-5,6-dichlorobenzimidazole), ClC1=CC=2C(=NC(N2)=O)C=C1Cl (5,6-dichlorobenzimidazol-2-one), BrC=1NC2=C(N1)C=C(C(=C2)Cl)Cl (2-Bromo-5,6-dichlorobenzimidazole), [Si](C)(C)(C)OS(=O)(=O)C(F)(F)F (TMSOTf). Solvent: CCOC(=O)C (EtOAc), CC#N (MeCN). Conditions: time 15 minute. The product is BrC1=NC2=C(N1[C@H]1[C@H](OC(C)=O)[C@H](OC(C)=O)[C@H](O1)COC(C)=O)C=C(C(=C2)Cl)Cl (2-Bromo-5,6-dichloro-1-(2,3,5-tri-O-acetyl-β-D-ribofuranosyl)benzimidazole). As a reaction SMILES: [Br:1][C:2]1[NH:3][C:4]2[CH:10]=[C:9]([Cl:11])[C:8]([Cl:12])=[CH:7][C:5]=2[N:6]=1.ClC1C(Cl)=CC2=NC(=O)N=C2C=1.C(O[C@@H:29]1[O:41][C@H:40]([CH2:42][O:43][C:44](=[O:46])[CH3:45])[C@@H:35]([O:36][C:37](=[O:39])[CH3:38])[C@H:30]1[O:31][C:32](=[O:34])[CH3:33])(=O)C.[Si](OS(C(F)(F)F)(=O)=O)(C)(C)C>CC#N.CCOC(C)=O>[Br:1][C:2]1[N:3]([C@@H:29]2[O:41][C@H:40]([CH2:42][O:43][C:44](=[O:46])[CH3:45])[C@@H:35]([O:36][C:37](=[O:39])[CH3:38])[C@H:30]2[O:31][C:32](=[O:34])[CH3:33])[C:4]2[CH:10]=[C:9]([Cl:11])[C:8]([Cl:12])=[CH:7][C:5]=2[N:6]=1. Procedure: To a suspension of (7) (47.867 g, 180 mmol) in 540 mL of dry MeCN, was added 45 mL (180 mmol) of BSA. The reaction mixture was stirred at room temperature for 15 min to give a clear solution. A small amount of solid impurity remained unsilylated, believed to be 5,6-dichlorobenzimidazol-2-one from the staffing material (7). 1,2,3,5-Tetra-O-acetyl-β-D-ribofuranose (60.14 g, 189 mmole) was added to this solution and then TMSOTf (38.267 mL 198 mmole) was added dropwise over 20 min. After the additio... Reactants: O=C(O)c1cc(N(CC2CC2)C2CCCCC2)ncn1, Cc1cc2[nH]ncc2cc1N. The product is Cc1cc2[nH]ncc2cc1NC(=O)c1cc(N(CC2CC2)C2CCCCC2)ncn1. Reaction SMILES: [CH:1]1([N:7]([c:8]2[cH:9][c:10]([C:14](=[O:15])[OH:16])[n:11][cH:12][n:13]2)[CH2:17][CH:18]2[CH2:19][CH2:20]2)[CH2:2][CH2:3][CH2:4][CH2:5][CH2:6]1.[NH2:21][c:22]1[cH:23][c:24]2[cH:25][n:26][nH:27][c:28]2[cH:29][c:30]1[CH3:31]>>[CH:1]1([N:7]([c:8]2[cH:9][c:10]([C:14](=[O:16])[NH:21][c:22]3[cH:23][c:24]4[cH:25][n:26][nH:27][c:28]4[cH:29][c:30]3[CH3:31])[n:11][cH:12][n:13]2)[CH2:17][CH:18]2[CH2:19][CH2:20]2)[CH2:2][CH2:3][CH2:4][CH2:5][CH2:6]1. Reactants: CCOC(OCC)N(C)C, CCOC(=O)Cc1cccnc1C. The product is CCOC(=O)C(=CN(C)C)c1cccnc1C. Reaction SMILES: [CH2:14]([O:15][CH:17]([O:16][CH2:21][CH3:22])[N:18]([CH3:19])[CH3:20])[CH3:23].[CH2:1]([CH3:2])[O:3][C:4]([CH2:5][c:6]1[c:7]([CH3:12])[n:8][cH:9][cH:10][cH:11]1)=[O:13]>>[CH2:1]([CH3:2])[O:3][C:4]([C:5]([c:6]1[c:7]([CH3:12])[n:8][cH:9][cH:10][cH:11]1)=[CH:17][N:18]([CH3:19])[CH3:20])=[O:13].